From a dataset of the Open Reaction Database (ORD), a public repository of structured organic reaction records. describe an organic reaction: reactants, conditions, products, and yield Starting materials: CC(C)(C)OC(=O)N1CCN(S(=O)(=O)c2ccc3cc(Cl)ccc3c2)CC1CCBr, CN(C)C=O, N#C[Na]. Product: CC(C)(C)OC(=O)N1CCN(S(=O)(=O)c2ccc3cc(Cl)ccc3c2)CC1CCC#N. Reaction SMILES: [Br:1][CH2:2][CH2:3][CH:4]1[N:5]([C:24](=[O:25])[O:26][C:27]([CH3:28])([CH3:29])[CH3:30])[CH2:6][CH2:7][N:8]([S:10](=[O:11])(=[O:12])[c:13]2[cH:14][c:15]3[cH:16][cH:17][c:18]([Cl:23])[cH:19][c:20]3[cH:21][cH:22]2)[CH2:9]1.[CH3:34][N:35]([CH3:36])[CH:37]=[O:38].[Na:31][C:32]#[N:33]>>[CH2:2]([CH2:3][CH:4]1[N:5]([C:24](=[O:25])[O:26][C:27]([CH3:28])([CH3:29])[CH3:30])[CH2:6][CH2:7][N:8]([S:10](=[O:11])(=[O:12])[c:13]2[cH:14][c:15]3[cH:16][cH:17][c:18]([Cl:23])[cH:19][c:20]3[cH:21][cH:22]2)[CH2:9]1)[C:32]#[N:33]. Starting materials: O=C1N(C(c2ccccc2)c2ccccc2)c2ccccc2C1(O)c1cc(F)ccc1O, COc1cc(O)c(C2(O)C(=O)N(C(c3ccccc3)c3ccccc3)c3ccccc32)cc1C. The product is O=C1C(c2cc(F)ccc2O)c2ccccc2N1C(c1ccccc1)c1ccccc1. RXN SMILES: [c:1]1([CH:7]([N:8]2[C:9](=[O:26])[C:10]([OH:17])([c:18]3[c:19]([OH:25])[cH:20][cH:21][c:22]([F:24])[cH:23]3)[c:11]3[cH:12][cH:13][cH:14][cH:15][c:16]32)[c:27]2[cH:28][cH:29][cH:30][cH:31][cH:32]2)[cH:2][cH:3][cH:4][cH:5][cH:6]1.[c:33]1([CH:34]([c:35]2[cH:36][cH:37][cH:38][cH:39][cH:40]2)[N:41]2[c:42]3[c:43]([cH:44][cH:45][cH:46][cH:47]3)[C:48]([OH:49])([c:50]3[cH:51][c:52]([CH3:53])[c:54]([O:55][CH3:56])[cH:57][c:58]3[OH:59])[C:60]2=[O:61])[cH:62][cH:63][cH:64][cH:65][cH:66]1>>[c:1]1([CH:7]([N:8]2[C:9](=[O:26])[CH:10]([c:18]3[c:19]([OH:25])[cH:20][cH:21][c:22]([F:24])[cH:23]3)[c:11]3[cH:12][cH:13][cH:14][cH:15][c:16]32)[c:27]2[cH:28][cH:29][cH:30][cH:31][cH:32]2)[cH:2][cH:3][cH:4][cH:5][cH:6]1. The reactants are N1=CC=C(C=C1)C=O (4-pyridine carboxaldehyde), Cl.NO (hydroxylamine hydrochloride). The solvent is CO (methanol). Conditions: time 15 minute. The product is Cl.N1=CC=C(C=C1)C=NO (4-pyridine carboxaldehyde oxime, hydrochloride). Isolated yield 73.1%. As a reaction SMILES: [N:1]1[CH:6]=[CH:5][C:4]([CH:7]=O)=[CH:3][CH:2]=1.[ClH:9].[NH2:10][OH:11]>CO>[ClH:9].[N:1]1[CH:6]=[CH:5][C:4]([CH:7]=[N:10][OH:11])=[CH:3][CH:2]=1 |f:1.2,4.5|. Procedure details: A solution of 4-pyridine carboxaldehyde (25.0 g, 233 mmol) in 100 ml of methanol was treated with hydroxylamine hydrochloride (17.84 g, 250 mmol) and stirred 15 minutes at room temperature. The resulting white solid was collected by filtration and dried in vacuo to provide 27.0 g of 4-pyridine carboxaldehyde oxime, hydrochloride, mp 246°-247° C. Starting materials: CCOC(=O)C (EtOAc), C(C1=CC=CC=C1)OC=1C=C(C=CC1)O (3-(benzyloxy)phenol), ClC1=C(C=C(C=C1)Cl)[N+](=O)[O-] (2,5-dichloronitrobenzene), C([O-])([O-])=O.[Cs+].[Cs+] (cesium carbonate). The solvent is CS(=O)C (DMSO). Conditions: temperature 70 celsius. Product: C(C1=CC=CC=C1)OC=1C=C(C=CC1)C1=C(C=C(C=C1)Cl)[N+](=O)[O-] (2-[3-(Benzyloxy)phenyl]-5-chloronitrobenzene). As a reaction SMILES: [CH2:1]([O:8][C:9]1[CH:10]=[C:11](O)[CH:12]=[CH:13][CH:14]=1)[C:2]1[CH:7]=[CH:6][CH:5]=[CH:4][CH:3]=1.Cl[C:17]1[CH:22]=[CH:21][C:20]([Cl:23])=[CH:19][C:18]=1[N+:24]([O-:26])=[O:25].C(=O)([O-])[O-].[Cs+].[Cs+].CCOC(C)=O>CS(C)=O>[CH2:1]([O:8][C:9]1[CH:10]=[C:11]([C:17]2[CH:22]=[CH:21][C:20]([Cl:23])=[CH:19][C:18]=2[N+:24]([O-:26])=[O:25])[CH:12]=[CH:13][CH:14]=1)[C:2]1[CH:7]=[CH:6][CH:5]=[CH:4][CH:3]=1 |f:2.3.4|. Procedure details: To a solution of 3-(benzyloxy)phenol (1.145 g, 5.72 mmol) and 2,5-dichloronitrobenzene (1.154 g, 6.01 mmol) in 15 mL of DMSO was added cesium carbonate (3.72 g, 11.4 mmol). The reaction was heated to 70° C. under argon for one hour, then cooled to room temperature. The solution was poured into EtOAc, washed with water, sat. aq. NaHCO3 and brine, dried (Na2SO4), filtered, and concentrated in vacuo. The titled product was obtained as a brown oil.